This data is from the Open Reaction Database (ORD), a public repository of structured organic reaction records. The task is: describe an organic reaction: reactants, conditions, products, and yield The reactants are O=C(CBr)N1CCOCC1, O=C([O-])[O-], [Cs+], [Cs+], Nc1nc2cc(O)ccc2c2c1nc1n2CCOC1, CN(C)C=O. The product is Nc1nc2cc(OCC(=O)N3CCOCC3)ccc2c2c1nc1n2CCOC1. As a reaction SMILES: [Br:1][CH2:2][C:3](=[O:4])[N:5]1[CH2:6][CH2:7][O:8][CH2:9][CH2:10]1.[C:30](=[O:31])([O-:32])[O-:33].[Cs+:34].[Cs+:35].[NH2:11][c:12]1[n:13][c:14]2[cH:15][c:16]([OH:29])[cH:17][cH:18][c:19]2[c:20]2[c:21]1[n:22][c:23]1[n:24]2[CH2:25][CH2:26][O:27][CH2:28]1.[O:36]=[CH:37][N:38]([CH3:39])[CH3:40]>>[CH2:2]([C:3](=[O:4])[N:5]1[CH2:6][CH2:7][O:8][CH2:9][CH2:10]1)[O:29][c:16]1[cH:15][c:14]2[n:13][c:12]([NH2:11])[c:21]3[c:20]([c:19]2[cH:18][cH:17]1)[n:24]1[c:23]([n:22]3)[CH2:28][O:27][CH2:26][CH2:25]1. The reagents and catalysts are CN(C1=CC=NC=C1)C (4-dimethylaminopyridine). The reactants are CC(=CC[C@H](C1=CC(=O)C=2C(=CC=C(C2C1=O)O)O)O)C (shikonin), C1(CCCCC1)N=C=NC1CCCCC1 (dicyclohexylcarbodiimide), C(CCCCC=C)(=O)O (6-heptenoic acid). Procedure: 288 mg (1 mmole) of shikonin, 226 mg (1.1 mmole) of dicyclohexylcarbodiimide and 30 mg (0.25 mmole) of 4-dimethylaminopyridine were dissolved in 3 ml of dry dichloromethane. To the resulting solution was added 128 mg (1 mmole) of 6-heptenoic acid at 0° C. under nitrogen gas, and the mixture was stirred for 30 minutes and then at room temperature for further 3 hours. The resulting product was separated and purified according to the procedures as described in Example 1 to obtain 175 mg (Yield: 44%... Run at time 30 minute. The yield is 43.9%. The product is C(CCCCC=C)(=O)OC(CC=C(C)C)C=1C(C2=C(C=CC(=C2C(C1)=O)O)O)=O (2-[1-(6-heptenoyl)oxy-4-methyl-3-pentenyl]-5,8-dihydroxy-1,4-naphthoquinone). Reaction SMILES: [CH3:1][C:2]([CH3:21])=[CH:3][CH2:4][C@@H:5]([OH:20])[C:6]1[C:16](=[O:17])[C:15]2[C:14]([OH:18])=[CH:13][CH:12]=[C:11]([OH:19])[C:10]=2[C:8](=[O:9])[CH:7]=1.C1(N=C=NC2CCCCC2)CCCCC1.[C:37](O)(=[O:44])[CH2:38][CH2:39][CH2:40][CH2:41][CH:42]=[CH2:43]>CN(C)C1C=CN=CC=1.ClCCl>[C:37]([O:20][CH:5]([C:6]1[C:16](=[O:17])[C:15]2[C:10]([C:8](=[O:9])[CH:7]=1)=[C:11]([OH:19])[CH:12]=[CH:13][C:14]=2[OH:18])[CH2:4][CH:3]=[C:2]([CH3:21])[CH3:1])(=[O:44])[CH2:38][CH2:39][CH2:40][CH2:41][CH:42]=[CH2:43]. Solvent: ClCCl (dichloromethane). The reactants are Cl.CC=1CS[C@H]2N(C1C(=O)O)C(C2NC(C(=NOC)C=2N=C(SC2)N)=O)=O (3-methyl-7-[2-(2-amino-4-thiazolyl)-2-methoxyimino-acetamido]-ceph-3-eme-4-carboxylic acid hydrochloride). Solvent: C(C)O (ethanol). Reaction conditions: time 15 minute. The product is CC=1CS[C@H]2N(C1C(=O)O)C(C2NC(C(=NOC)C=2N=C(SC2)N)=O)=O (3-methyl-7-[2-(2-amino-4-thiazolyl)-2-methoxyimino-acetamido]-ceph-3-eme-4-carboxylic acid). Isolated yield 75.1%. RXN SMILES: Cl.[CH3:2][C:3]1[CH2:4][S:5][C@@H:6]2[CH:13]([NH:14][C:15](=[O:26])[C:16]([C:20]3[N:21]=[C:22]([NH2:25])[S:23][CH:24]=3)=[N:17][O:18][CH3:19])[C:12](=[O:27])[N:7]2[C:8]=1[C:9]([OH:11])=[O:10]>C(O)C>[CH3:2][C:3]1[CH2:4][S:5][C@@H:6]2[CH:13]([NH:14][C:15](=[O:26])[C:16]([C:20]3[N:21]=[C:22]([NH2:25])[S:23][CH:24]=3)=[N:17][O:18][CH3:19])[C:12](=[O:27])[N:7]2[C:8]=1[C:9]([OH:11])=[O:10] |f:0.1|. Reported procedure: The said hydrochloride was suspended at 20° C. in 820 ml of 90% ethanol and the suspension was refluxed while 1 ml of 22° Be was added thereto. The mixture was filtered hot and the filter was rinsed with 41 ml of 90% ethanol. 25 ml of triethylamine were added with stirring over 15 minutes to the filtrate at 45° to 50° C. and the mixture was then stirred at 18° to 20° C. for 2 hours and was vacuum filtered. The product was washed 3 times with 83 ml of ethanol and 3 times with 82 ml of demineraliz... Reaction SMILES: [CH3:1][C:2]1[CH:3]=[CH:4][C:5]([C:8]([OH:10])=[O:9])=[CH:6][CH:7]=1.[Cl-:11].[Al+3].[Cl-:13].[Cl-]>C(Cl)Cl>[Cl:11][C:3]1[CH:4]=[C:5]([CH:6]=[C:7]([Cl:13])[C:2]=1[CH3:1])[C:8]([OH:10])=[O:9] |f:1.2.3.4|. Reactants: CC=1C=CC(=CC1)C(=O)O (p-toluic acid), [Cl-].[Al+3].[Cl-].[Cl-] (aluminum chloride). Isolated yield 81.0%. Solvent: C(Cl)Cl (methylene chloride). Yields the product ClC=1C=C(C(=O)O)C=C(C1C)Cl (3,5-dichloro-4-methylbenzoic acid), product. Reaction conditions: time 4 hour. Procedure: To a solution of p-toluic acid (95.0 g,0.698 mole) in methylene chloride (1 liter), was added aluminum chloride (260.0 g,1.948 mole), portionwise, while keeping the reaction temperature below 10° C. When the addition was completed, chlorine gas was bubbled in at such a rate as to keep the temperature below 10° C. The reaction was followed by GLC. After about 4 hours most of the starting material had been converted to the expected compound. The resulting mixture was poured into ice and concentrat... The reactants are [OH-].[Na+] (NaOH), FC1=CC=C(C=C1)C1=NN=C(O1)C1CCN(CC1)C(=O)OC(C)(C)C (tert-butyl 4-(5-(4-fluorophenyl)-1,3,4-oxadiazol-2-yl)piperidine-1-carboxylate), Cl (HCl). Solvent: O1CCOCC1 (dioxane), O1CCOCC1 (dioxane). Reaction conditions: time 48 hour. Product: FC1=CC=C(C=C1)C1=NN=C(O1)C1CCNCC1 (4-[5-(4-Fluoro-phenyl)-[1,3,4]oxadiazol-2-yl]-piperidine), [Na+].[Cl-] (NaCl). RXN SMILES: [F:1][C:2]1[CH:7]=[CH:6][C:5]([C:8]2[O:12][C:11]([CH:13]3[CH2:18][CH2:17][N:16](C(OC(C)(C)C)=O)[CH2:15][CH2:14]3)=[N:10][N:9]=2)=[CH:4][CH:3]=1.[ClH:26].[OH-].[Na+:28]>O1CCOCC1>[F:1][C:2]1[CH:7]=[CH:6][C:5]([C:8]2[O:12][C:11]([CH:13]3[CH2:18][CH2:17][NH:16][CH2:15][CH2:14]3)=[N:10][N:9]=2)=[CH:4][CH:3]=1.[Na+:28].[Cl-:26] |f:2.3,6.7|. Procedure details: To a solution of tert-butyl 4-(5-(4-fluorophenyl)-1,3,4-oxadiazol-2-yl)piperidine-1-carboxylate (210 mg, 0.605 mmol) in dioxane (1 mL) was added 4N HCl in dioxane (0.756 mL, 3.0 mmol) and the mixture was stirred for 48 h. 1N NaOH (2.4 mL, 2.4 mmol) was added to neutralize the mixture. The solvent was evaporated, ether was added to the resulting white precipitate and the mixture sonicated. This white precipitate was filtered, washed with ether to give the title compound as a white powder as a NaC... The reactants are CC(C)(C)OC(=O)NCC(=O)O, CN1CCOCC1, CN(C)C=O, NCC(=O)NC1C2CN(Cc3ccccc3)CC21, O, Cc1ccc(O)c(C(CC(=O)O)c2ccccc2)c1, On1nnc2ccccc21. Product: Cc1ccc(O)c(C(CC(=O)NCC(=O)NC2C3CN(Cc4ccccc4)CC32)c2ccccc2)c1. RXN SMILES: [C:38]([O:39][C:40]([NH:41][CH2:42][C:43]([OH:44])=[O:45])=[O:46])([CH3:47])([CH3:48])[CH3:49].[CH3:50][N:51]1[CH2:52][CH2:53][O:54][CH2:55][CH2:56]1.[CH3:67][N:68]([CH3:69])[CH:70]=[O:71].[NH2:20][CH2:21][C:22](=[O:23])[NH:24][CH:25]1[CH:26]2[CH2:27][N:28]([CH2:31][c:32]3[cH:33][cH:34][cH:35][cH:36][cH:37]3)[CH2:29][CH:30]12.[OH2:72].[OH:1][c:2]1[c:3]([CH:9]([CH2:10][C:11](=[O:12])[OH:13])[c:14]2[cH:15][cH:16][cH:17][cH:18][cH:19]2)[cH:4][c:5]([CH3:8])[cH:6][cH:7]1.[OH:57][n:58]1[c:59]2[c:60]([cH:61][cH:62][cH:63][cH:64]2)[n:65][n:66]1>>[OH:1][c:2]1[c:3]([CH:9]([CH2:10][C:11](=[O:13])[NH:20][CH2:21][C:22](=[O:23])[NH:24][CH:25]2[CH:26]3[CH2:27][N:28]([CH2:31][c:32]4[cH:33][cH:34][cH:35][cH:36][cH:37]4)[CH2:29][CH:30]23)[c:14]2[cH:15][cH:16][cH:17][cH:18][cH:19]2)[cH:4][c:5]([CH3:8])[cH:6][cH:7]1. Starting materials: CS(=O)C (DMSO), C(C(=O)Cl)(=O)Cl (oxalyl chloride), C(C)(C)N(CC)C(C)C (Diisopropylethylamine), C(C=C)OC(=O)N[C@@H](CCC(=O)OC(C)(C)C)CO ((4S)t-Butyl N-allyloxycarbonyl-4-amino-5-hydroxypentanoate). Run in C(Cl)Cl (CH2Cl2), CCOC(=O)C (EtOAc), C(Cl)Cl (CH2Cl2). Reaction conditions: temperature -70 celsius, time 10 minute. Yields the product C(C=C)OC(=O)N[C@@H](CCC(=O)OC(C)(C)C)C=O ((4S)t-Butyl N-Allyloxycarbonyl-4-amino-5-oxopentanoate). RXN SMILES: CS(C)=O.C(Cl)(=O)C(Cl)=O.[CH2:11]([O:14][C:15]([NH:17][C@H:18]([CH2:28][OH:29])[CH2:19][CH2:20][C:21]([O:23][C:24]([CH3:27])([CH3:26])[CH3:25])=[O:22])=[O:16])[CH:12]=[CH2:13].C(N(C(C)C)CC)(C)C>C(Cl)Cl.CCOC(C)=O>[CH2:11]([O:14][C:15]([NH:17][C@H:18]([CH:28]=[O:29])[CH2:19][CH2:20][C:21]([O:23][C:24]([CH3:26])([CH3:25])[CH3:27])=[O:22])=[O:16])[CH:12]=[CH2:13]. Procedure details: To a solution of DMSO (1.51 g, 19.3 mmol) in CH2Cl2 (25 ml) at -70° C. was added oxalyl chloride (1.34 g, 19.3 mmol). After 10 minutes at -70° C., a solution of (206a) (2.4 g, 8.8 mmol) in CH2Cl2 (10 ml) was added dropwise and the mixture stirred for 15 minutes at -70° C. Diisopropylethylamine (3.4 g, 26.3 mmol) was added and the mixture stirred at -25° C. for 15 minutes then diluting with EtOAc (50 ml) washed with a solution of sodium hydrogensulfate 2M, concentrated to give an oil which was us... Starting materials: O (water), FC(OC1=C(C=C(C=C1)C=1OC=C(N1)CCC(=O)C1=NC=CC=C1C)O)F (3-[2-(4-difluoromethoxy-3-hydroxyphenyl)oxazol-4-yl]-1-(3-methylpyridin-2-yl)propan-1-one), N12CCCCCC2=NCCC1 (1,8-diazabicyclo[5,4,0]undec-7-ene), C(C=C)Br (allyl bromide). Run in C(C)(=O)OCC (ethyl acetate), C(C)O (ethanol). Reaction conditions: time 2 hour. Yields the product C(C=C)OC=1C=C(C=CC1OC(F)F)C=1OC=C(N1)CCC(=O)C1=NC=CC=C1C (3-[2-(3-allyloxy-4-difluoromethoxyphenyl)oxazol-4-yl]-1-(3-methylpyridin-2-yl)propan-1-one). As a reaction SMILES: [F:1][CH:2]([F:27])[O:3][C:4]1[CH:9]=[CH:8][C:7]([C:10]2[O:11][CH:12]=[C:13]([CH2:15][CH2:16][C:17]([C:19]3[C:24]([CH3:25])=[CH:23][CH:22]=[CH:21][N:20]=3)=[O:18])[N:14]=2)=[CH:6][C:5]=1[OH:26].N12CCCN=C1CC[CH2:31][CH2:30][CH2:29]2.C(Br)C=C.O>C(O)C.C(OCC)(=O)C>[CH2:31]([O:26][C:5]1[CH:6]=[C:7]([C:10]2[O:11][CH:12]=[C:13]([CH2:15][CH2:16][C:17]([C:19]3[C:24]([CH3:25])=[CH:23][CH:22]=[CH:21][N:20]=3)=[O:18])[N:14]=2)[CH:8]=[CH:9][C:4]=1[O:3][CH:2]([F:1])[F:27])[CH:30]=[CH2:29]. Procedure details: A 0.15 g quantity of the compound obtained in Example 327 and 0.18 ml of 1,8-diazabicyclo[5,4,0]undec-7-ene were dissolved in 3 ml of ethanol, 0.15 g of allyl bromide was then added to the obtained solution, and heating and refluxing were conducted for 2 hours. After cooling, water was added to the obtained reaction mixture, and ethyl acetate was performed. The organic layer was washed twice with water, concentrated, and the obtained residue was purified by silica gel column chromatography (n-he... Reactants: ClC=1C=C(C(=O)NN)C=CC1O (3-chloro-4-hydroxybenzoic acid hydrazide), BrCCOC1=CC(=C(C=O)C=C1)OC (4-(2-bromoethoxy)-2-methoxybenzaldehyde), FC(C1=CC=C(CN)C=C1)(F)F (4-trifluoromethylbenzylamine). Product: COC1=C(C=NNC(C2=CC(=C(C=C2)O)Cl)=O)C=CC(=C1)OCCNCC1=CC=C(C=C1)C(F)(F)F (3-Chloro-4-hydroxybenzoic Acid {2-Methoxy-4-[2-(4-Trifluoromethylbenzylamino)ethoxy]-benzylidene}hydrazide). As a reaction SMILES: [Cl:1][C:2]1[CH:3]=[C:4]([CH:9]=[CH:10][C:11]=1[OH:12])[C:5]([NH:7][NH2:8])=[O:6].Br[CH2:14][CH2:15][O:16][C:17]1[CH:24]=[CH:23][C:20]([CH:21]=O)=[C:19]([O:25][CH3:26])[CH:18]=1.[F:27][C:28]([F:38])([F:37])[C:29]1[CH:36]=[CH:35][C:32]([CH2:33][NH2:34])=[CH:31][CH:30]=1>>[CH3:26][O:25][C:19]1[CH:18]=[C:17]([O:16][CH2:15][CH2:14][NH:34][CH2:33][C:32]2[CH:31]=[CH:30][C:29]([C:28]([F:27])([F:37])[F:38])=[CH:36][CH:35]=2)[CH:24]=[CH:23][C:20]=1[CH:21]=[N:8][NH:7][C:5](=[O:6])[C:4]1[CH:9]=[CH:10][C:11]([OH:12])=[C:2]([Cl:1])[CH:3]=1. Reported procedure: This compound was prepared analogously to the compound described in the previous example starting from resin bound 3-chloro-4-hydroxybenzoic acid hydrazide (resin—[building block 1]) (2 g, ˜2 mmoles), 4-(2-bromoethoxy)-2-methoxybenzaldehyde ([building block 2]) (0.73 g, 1.5 equivs.), and 4-trifluoromethylbenzylamine ([building block 3]) (3.3 g, 10 equivs.). After cleavage with 50% trifluoroacetic acid, the residue (1 g) was purified by column chromatography on silica gel (20 g) eluting with a mi...